From a dataset of the Open Reaction Database (ORD), a public repository of structured organic reaction records. describe an organic reaction: reactants, conditions, products, and yield The reactants are O=Cc1ccc2c(cnn2Cc2ccc(F)cc2C(F)(F)F)c1, O=C1CSC(N2CCC(C(=O)O)CC2)=N1. Yields the product O=C1N=C(N2CCC(C(=O)O)CC2)SC1=Cc1ccc2c(cnn2Cc2ccc(F)cc2C(F)(F)F)c1. As a reaction SMILES: [F:1][c:2]1[cH:3][c:4]([C:20]([F:21])([F:22])[F:23])[c:5]([CH2:6][n:7]2[n:8][cH:9][c:10]3[cH:11][c:12]([CH:16]=[O:17])[cH:13][cH:14][c:15]23)[cH:18][cH:19]1.[O:24]=[C:25]1[N:26]=[C:27]([N:30]2[CH2:31][CH2:32][CH:33]([C:36](=[O:37])[OH:38])[CH2:34][CH2:35]2)[S:28][CH2:29]1>>[F:1][c:2]1[cH:3][c:4]([C:20]([F:21])([F:22])[F:23])[c:5]([CH2:6][n:7]2[n:8][cH:9][c:10]3[cH:11][c:12]([CH:16]=[C:29]4[C:25](=[O:24])[N:26]=[C:27]([N:30]5[CH2:31][CH2:32][CH:33]([C:36](=[O:37])[OH:38])[CH2:34][CH2:35]5)[S:28]4)[cH:13][cH:14][c:15]23)[cH:18][cH:19]1. Starting materials: S1C(=CC=C1)S(=O)(=O)NC=1C=CC=C2C=C(NC12)C(N)=S (7-[(2-thienylsulfonyl)amino]-1H-indole-2-carbothioamide), NC1=C(C=CC=C1)S (2-aminothiophenol), Cl (hydrochloric acid), C(CO)O (ethylene glycol). Run in O (Water). Reaction conditions: temperature 100 celsius, time 8 hour. Yields the product S1C(=NC2=C1C=CC=C2)C=2NC1=C(C=CC=C1C2)NS(=O)(=O)C=2SC=CC2 (N-[2-(1,3-Benzothiazol-2-yl)-1H-indol-7-yl]thiophene-2-sulfonamide). Yield: 38.0%. Reaction SMILES: [S:1]1[CH:5]=[CH:4][CH:3]=[C:2]1[S:6]([NH:9][C:10]1[CH:11]=[CH:12][CH:13]=[C:14]2[C:18]=1[NH:17][C:16]([C:19](=[S:21])[NH2:20])=[CH:15]2)(=[O:8])=[O:7].N[C:23]1[CH:28]=[CH:27][CH:26]=[CH:25][C:24]=1S.Cl.C(O)CO>O>[S:21]1[C:24]2[CH:25]=[CH:26][CH:27]=[CH:28][C:23]=2[N:20]=[C:19]1[C:16]1[NH:17][C:18]2[C:14]([CH:15]=1)=[CH:13][CH:12]=[CH:11][C:10]=2[NH:9][S:6]([C:2]1[S:1][CH:5]=[CH:4][CH:3]=1)(=[O:7])=[O:8]. Reported procedure: A mixture of 7-[(2-thienylsulfonyl)amino]-1H-indole-2-carbothioamide (0.30 g), 2-aminothiophenol (0.10 mL), concentrated hydrochloric acid (0.5 mL) and ethylene glycol (6 mL) was stirred at 100° C. overnight. Water was added to the reaction mixture, and the obtained crystals were filtrated, washed with water and dried. The obtained crystals were subjected to silica gel column chromatography and the title compound (0.14 g, yield 38%) was obtained as colorless crystals from a fraction eluted with ... Starting materials: C(CCC)N1C(C(C2=CC=CC=C12)(CC(C1=NC=CC=C1)=O)O)=O (1-butyl-3-hydroxy-3-(2-oxo-2-(pyridin-2-yl)ethyl)indolin-2-one), ClC=1C=C2C(C(N(C2=CC1)CC)=O)=O (5-chloro-1-ethylindoline-2,3-dione), C(C)(=O)C1=NC=CC=C1 (2-acetyl pyridine). Product: ClC=1C=C2C(C(N(C2=CC1)CC)=O)(CC(C1=NC=CC=C1)=O)O (5-chloro-1-ethyl-3-hydroxy-3-(2-oxo-2-(pyridin-2-yl)ethyl)indolin-2-one). RXN SMILES: [CH2:1]([N:5]1[C:13]2[C:8](=[CH:9][CH:10]=[CH:11][CH:12]=2)[C:7]([OH:23])([CH2:14][C:15](=[O:22])[C:16]2[CH:21]=[CH:20][CH:19]=[CH:18][N:17]=2)[C:6]1=[O:24])[CH2:2]CC.[Cl:25]C1C=C2C(=CC=1)N(CC)C(=O)C2=O.C(C1C=CC=CN=1)(=O)C>>[Cl:25][C:10]1[CH:9]=[C:8]2[C:13](=[CH:12][CH:11]=1)[N:5]([CH2:1][CH3:2])[C:6](=[O:24])[C:7]2([OH:23])[CH2:14][C:15](=[O:22])[C:16]1[CH:21]=[CH:20][CH:19]=[CH:18][N:17]=1. Procedure details: This compound was made in a similar manner to 1-butyl-3-hydroxy-3-(2-oxo-2-(pyridin-2-yl)ethyl)indolin-2-one using 5-chloro-1-ethylindoline-2,3-dione and 2-acetyl pyridine (purchased from Fisher Scientific). 1H-NMR δ 8.70 (ddd, 1H), 8.11 (dd, 1H), 7.93 (ddd, 1H), 7.57 (ddd, 1H), 7.31-7.27 (m, 2H), 6.79 (d, 1H), 5.5 (bs, OH), 3.77 (d, 1H), 3.74 (m, 2H), 3.53 (d, 1H), 1.27 (t, 3H). calculated mass for C17H15ClN2O3, 330.08, observed, 331.0 (M+1). Starting materials: P(=O)(Cl)(Cl)Cl (phosphorous oxychloride), CN(C=O)C (dimethylformamide), C1(=CC=CC=C1)NC(=CC(=O)OC)C(=O)OC (dimethyl 3-phenylaminobut-2-ene-dioate). The solvent is C(CCl)Cl (ethylene dichloride), C(CCl)Cl (ethylene dichloride). Product: COC(=O)C1=NC2=CC=CC=C2C=C1C(=O)OC (dimethyl-2,3-quinolinedicarboxylate). The yield is 740.0%. As a reaction SMILES: [CH3:1]N(C)C=O.P(Cl)(Cl)(Cl)=O.[C:11]1([NH:17][C:18]([C:24]([O:26][CH3:27])=[O:25])=[CH:19][C:20]([O:22][CH3:23])=[O:21])[CH:16]=[CH:15][CH:14]=[CH:13][CH:12]=1>C(Cl)CCl>[CH3:27][O:26][C:24]([C:18]1[C:19]([C:20]([O:22][CH3:23])=[O:21])=[CH:1][C:12]2[C:11](=[CH:16][CH:15]=[CH:14][CH:13]=2)[N:17]=1)=[O:25]. Procedure: To a solution of dimethylformamide (DMF, 0.10 mol) in ethylene dichloride (EDC, 100 mL), cooled in an ice bath, is added dropwise with stirring phosphorous oxychloride (POCl3, 0.10 mol). The resulting solution is stirred for one and one-half hours at room temperature and then cooled in an ice bath. To the cooled solution is then added, in small increments, a solution of dimethyl 3-phenylaminobut-2-ene-dioate (0.10 mol) in ethylene dichloride. The resulting mixture is thereafter heated to reflux ... RXN SMILES: [Cl:34][CH2:35][Cl:36].[F:1][C:2]([c:3]1[cH:4][c:5]([CH:9]([CH2:10][CH:11]=[CH2:12])[NH:13][C:14](=[O:15])[c:16]2[cH:17][n:18][n:19](-[c:22]3[cH:23][cH:24][c:25]([Cl:28])[cH:26][cH:27]3)[c:20]2[CH3:21])[cH:6][cH:7][cH:8]1)([F:29])[F:30].[O-:31][O+:32]=[O:33]>>[F:1][C:2]([c:3]1[cH:4][c:5]([CH:9]([CH2:10][CH:11]=[O:31])[NH:13][C:14](=[O:15])[c:16]2[cH:17][n:18][n:19](-[c:22]3[cH:23][cH:24][c:25]([Cl:28])[cH:26][cH:27]3)[c:20]2[CH3:21])[cH:6][cH:7][cH:8]1)([F:29])[F:30]. Starting materials: ClCCl, C=CCC(NC(=O)c1cnn(-c2ccc(Cl)cc2)c1C)c1cccc(C(F)(F)F)c1, O=[O+][O-]. Product: Cc1c(C(=O)NC(CC=O)c2cccc(C(F)(F)F)c2)cnn1-c1ccc(Cl)cc1. Starting materials: [NH4+].[Cl-] (NH4Cl), ClC=1C=CC(=NC1)SC1=C(N=C(O1)C1=CC=C(C=C1)F)C=O (5-[(5-chloropyridin-2-yl)sulfanyl]-2-(4-fluorophenyl)-1,3-oxazole-4-carbaldehyde), ClC=1C=CC(=NC1)SC1=C(N=C(O1)C1=CC=C(C=C1)F)C=O (5-[(5-chloropyridin-2-yl)sulfanyl]-2-(4-fluorophenyl)-1,3-oxazole-4-carbaldehyde), C[Mg]Br (methylmagnesium bromide). The solvent is C1CCOC1 (THF). Yields the product ClC=1C=CC(=NC1)SC1=C(N=C(O1)C1=CC=C(C=C1)F)C(C)O (1-{5-[(5-chloropyridin-2-yl)sulfanyl]-2-(4-fluorophenyl)-1,3-oxazol-4-yl}ethanol). RXN SMILES: [Cl:1][C:2]1[CH:3]=[CH:4][C:5]([S:8][C:9]2[O:13][C:12]([C:14]3[CH:19]=[CH:18][C:17]([F:20])=[CH:16][CH:15]=3)=[N:11][C:10]=2[CH:21]=[O:22])=[N:6][CH:7]=1.[CH3:23][Mg]Br.[NH4+].[Cl-]>C1COCC1>[Cl:1][C:2]1[CH:3]=[CH:4][C:5]([S:8][C:9]2[O:13][C:12]([C:14]3[CH:19]=[CH:18][C:17]([F:20])=[CH:16][CH:15]=3)=[N:11][C:10]=2[CH:21]([OH:22])[CH3:23])=[N:6][CH:7]=1 |f:2.3|. Procedure: To a solution of 5-[(5-chloropyridin-2-yl)sulfanyl]-2-(4-fluorophenyl)-1,3-oxazole-4-carbaldehyde (intermediate B4.1, 0.05 g, 0.15 mmol) in THF (1.3 ml) was added 3M methylmagnesium bromide (0.06 ml, 0.18 mmol) at 0° C. The reaction was allowed to warm to rt and satd. aq. NH4Cl was added. Extracted with EtOAc. The combined organics were washed with brine, dried over Na2SO4, concentrated and purified by flash chromatography (silica, 20-50% EtOAc/hexanes) to give 1-{5-[(5-chloropyridin-2-yl)sulfan...